describe an organic reaction: reactants, conditions, products, and yield From a dataset of the Open Reaction Database (ORD), a public repository of structured organic reaction records. Reactants: ClC1=NC(=C2C(=N1)N(N=C2)C)NC2=CC(=CC=C2)OC (6-Chloro-N-(3-methoxyphenyl)-1-methyl-1H-pyrazolo[3,4-d]pyrimidin-4-amine), O=C1NC2=C(N1)C=CC(=C2)B2OC(C)(C)C(C)(C)O2 (2-oxo-2,3-dihydro-1H-benzoimidazole-5-boronic acid pinacol ester). Yields the product COC=1C=C(C=CC1)NC1=C2C(=NC(=N1)C1=CC3=C(NC(N3)=O)C=C1)N(N=C2)C (5-(4-(3-methoxyphenylamino)-1-methyl-1H-pyrazolo[3,4-d]pyrimidin-6-yl)-1H-benzo[d]imidazol-2(3H)-one). RXN SMILES: Cl[C:2]1[N:7]=[C:6]2[N:8]([CH3:11])[N:9]=[CH:10][C:5]2=[C:4]([NH:12][C:13]2[CH:18]=[CH:17][CH:16]=[C:15]([O:19][CH3:20])[CH:14]=2)[N:3]=1.[O:21]=[C:22]1[NH:26][C:25]2[CH:27]=[CH:28][C:29](B3OC(C)(C)C(C)(C)O3)=[CH:30][C:24]=2[NH:23]1>>[CH3:20][O:19][C:15]1[CH:14]=[C:13]([NH:12][C:4]2[N:3]=[C:2]([C:28]3[CH:29]=[CH:30][C:24]4[NH:23][C:22](=[O:21])[NH:26][C:25]=4[CH:27]=3)[N:7]=[C:6]3[N:8]([CH3:11])[N:9]=[CH:10][C:5]=23)[CH:18]=[CH:17][CH:16]=1. Procedure details: 6-Chloro-N-(3-methoxyphenyl)-1-methyl-1H-pyrazolo[3,4-d]pyrimidin-4-amine 6 was reacted with 2-oxo-2,3-dihydro-1H-benzoimidazole-5-boronic acid pinacol ester using General Procedure A. Purification on silica yielded 115. NMR: (CDCl3): 3.84 (s, CH3), 4.01 (s, CH3), 6.72 (dd, H, ArH, J=2.1, 8.28), 7.04 (d, H, ArH, J=8.2), 7.35 (t, H, ArH, J=8), 7.47 (d, H, ArH, J=8), 7.72 (s, H, NH), 8.06 (s, H, NH), 8.18 (dd, H, ArH, J=1.4, 8.3), 8.25 (s, H, NH), 10.03 (s, H, ArH), 10.81 (s, H, ArH), 10.86 (s, H,... Reactants: OBO, COCCOC, C[Si](C)(C)CCOCN(COCC[Si](C)(C)C)c1cc(Cl)nc2c(I)cnn12, [K+], [K+], [K+], O, O, O=P([O-])([O-])[O-], c1ccc2ncccc2c1. Product: C[Si](C)(C)CCOCN(COCC[Si](C)(C)C)c1cc(Cl)nc2c(-c3cnc4ccccc4c3)cnn12. As a reaction SMILES: [BH:29]([OH:30])[OH:31].[CH3:51][O:52][CH2:53][CH2:54][O:55][CH3:56].[Cl:1][c:2]1[n:3][c:4]2[n:5]([c:6]([N:8]([CH2:9][O:10][CH2:11][CH2:12][Si:13]([CH3:14])([CH3:15])[CH3:16])[CH2:17][O:18][CH2:19][CH2:20][Si:21]([CH3:22])([CH3:23])[CH3:24])[cH:7]1)[n:25][cH:26][c:27]2[I:28].[K+:47].[K+:48].[K+:49].[OH2:50].[OH2:57].[P:42]([O-:43])([O-:44])([O-:45])=[O:46].[n:32]1[cH:33][cH:34][cH:35][c:36]2[cH:37][cH:38][cH:39][cH:40][c:41]12>>[Cl:1][c:2]1[n:3][c:4]2[n:5]([c:6]([N:8]([CH2:9][O:10][CH2:11][CH2:12][Si:13]([CH3:14])([CH3:15])[CH3:16])[CH2:17][O:18][CH2:19][CH2:20][Si:21]([CH3:22])([CH3:23])[CH3:24])[cH:7]1)[n:25][cH:26][c:27]2-[c:34]1[cH:33][n:32][c:41]2[c:36]([cH:35]1)[cH:37][cH:38][cH:39][cH:40]2. Product: N#CNC(=NCCc1ccc(N)cc1)c1cccnc1. Reaction SMILES: [C:1](#[N:2])[N:3]=[C:4]([O:5][CH:6]([CH3:7])[CH3:8])[c:9]1[cH:10][n:11][cH:12][cH:13][cH:14]1.[CH3:25][OH:26].[NH2:15][c:16]1[cH:17][cH:18][c:19]([CH2:22][CH2:23][NH2:24])[cH:20][cH:21]1>>[C:1](#[N:2])[NH:3][C:4]([c:9]1[cH:10][n:11][cH:12][cH:13][cH:14]1)=[N:24][CH2:23][CH2:22][c:19]1[cH:18][cH:17][c:16]([NH2:15])[cH:21][cH:20]1. Starting materials: CC(C)OC(=NC#N)c1cccnc1, CO, NCCc1ccc(N)cc1. The reactants are [OH-].[Na+] (NaOH), CC=1C(=CC=C2C(CCSC12)=O)C(=O)OC (methyl 8-methylthiochroman-4-one-7-carboxylate). The solvent is O (water), CO (methanol). Product: CC=1C(=CC=C2C(CCSC12)=O)C(=O)O (8-Methylthiochroman-4-one-7-carboxylic acid). RXN SMILES: [CH3:1][C:2]1[C:3]([C:13]([O:15]C)=[O:14])=[CH:4][CH:5]=[C:6]2[C:11]=1[S:10][CH2:9][CH2:8][C:7]2=[O:12].[OH-].[Na+]>O.CO>[CH3:1][C:2]1[C:3]([C:13]([OH:15])=[O:14])=[CH:4][CH:5]=[C:6]2[C:11]=1[S:10][CH2:9][CH2:8][C:7]2=[O:12] |f:1.2|. Procedure details: 41.1 g (0.17 mol) of methyl 8-methylthiochroman-4-one-7-carboxylate are hydrolyzed under reflux with 10.3 g (0.26 mol) of NaOH in a mixture of 400 ml of water and methanol. The methanol is then distilled off and the residue is diluted with water and acidifed with 2N hydrochloric acid. The useful product precipitates out and is filtered off with suction, washed with water and dried. The reactants are O=C1COc2c(F)cc(Br)cc2N1CCCCl, CCCCC1CCNCC1, CO, ClCCl, [I-], [K+], [K+], [Na+], O=C([O-])[O-]. The product is CCCCC1CCN(CCCN2C(=O)COc3c(F)cc(Br)cc32)CC1. RXN SMILES: [Br:1][c:2]1[cH:3][c:4]([F:17])[c:5]2[c:6]([cH:16]1)[N:7]([CH2:12][CH2:13][CH2:14][Cl:15])[C:8](=[O:11])[CH2:9][O:10]2.[CH2:26]([CH2:27][CH2:28][CH3:29])[CH:30]1[CH2:31][CH2:32][NH:33][CH2:34][CH2:35]1.[CH3:39][OH:40].[Cl:36][CH2:37][Cl:38].[I-:24].[K+:18].[K+:19].[Na+:25].[O-:20][C:21]([O-:22])=[O:23]>>[Br:1][c:2]1[cH:3][c:4]([F:17])[c:5]2[c:6]([cH:16]1)[N:7]([CH2:12][CH2:13][CH2:14][N:33]1[CH2:32][CH2:31][CH:30]([CH2:26][CH2:27][CH2:28][CH3:29])[CH2:35][CH2:34]1)[C:8](=[O:11])[CH2:9][O:10]2. Starting materials: BrC1=C(C(=CC(=C1)C1=C2C=CC=CC2=C(C2=C1C1=C(S2)C=CC=C1)Br)Br)O (2,6-Dibromo-4-(6-bromo-benzo[b]naphtho[2,3-d]thiophen- 11 -yl)-phenol), CN(C=O)C (N,N-dimethylformamide), BrCC(=O)OC (methyl bromoacetate), C([O-])([O-])=O.[K+].[K+] (potassium carbonate). The solvent is O (water). Run at time 8 hour. Product: BrC1=C(OCC(=O)OC)C(=CC(=C1)C1=C2C=CC=CC2=C(C2=C1C1=C(S2)C=CC=C1)Br)Br ([2,6-Dibromo-4-(6-bromo-benzo[b]naphtho[2,3-d]thiophen-11-yl)-phenoxy]-acetic acid, methyl ester). Yield: 98.2%. RXN SMILES: [Br:1][C:2]1[CH:7]=[C:6]([C:8]2[C:17]3[C:18]4[CH:24]=[CH:23][CH:22]=[CH:21][C:19]=4[S:20][C:16]=3[C:15]([Br:25])=[C:14]3[C:9]=2[CH:10]=[CH:11][CH:12]=[CH:13]3)[CH:5]=[C:4]([Br:26])[C:3]=1[OH:27].Br[CH2:29][C:30]([O:32][CH3:33])=[O:31].C(=O)([O-])[O-].[K+].[K+].CN(C)C=O>O>[Br:26][C:4]1[CH:5]=[C:6]([C:8]2[C:17]3[C:18]4[CH:24]=[CH:23][CH:22]=[CH:21][C:19]=4[S:20][C:16]=3[C:15]([Br:25])=[C:14]3[C:9]=2[CH:10]=[CH:11][CH:12]=[CH:13]3)[CH:7]=[C:2]([Br:1])[C:3]=1[O:27][CH2:29][C:30]([O:32][CH3:33])=[O:31] |f:2.3.4|. Procedure details: 2,6-Dibromo-4-(6-bromo-benzo[b]naphtho[2,3-d]thiophen- 11 -yl)-phenol (1.0 g, 1.78 mmol), methyl bromoacetate (0.35 mL, 3.70 mmol), potassium carbonate (0.50 g, 3.62 mmol) and N,N-dimethylformamide (5 mL) were combined and stirred at ambient temperatures overnight. The reaction mixture was added to water and filtered. The solid was washed with water and dried in vacuo to provide the title compound as a white solid (1.11 g, 98%): mp 183-184° C.: NMR (CDCl3); δ8.36 (ddd, J=8, 1, 1 Hz, 1 H), 7.84 (... The reactants are ClC=1C=CC(=C(C1)C1=CC(N(C=C1OC)C(C(=O)NC1=CC=C(C(=O)OC(C)(C)C)C=C1)CCOC(F)(F)F)=O)C#N (tert-butyl 4-({2-[4-(5-chloro-2-cyanophenyl)-5-methoxy-2-oxopyridin-1(2H)-yl]-4-(trifluoromethoxy)butanoyl}amino)benzoate), C(=O)(C(F)(F)F)O (TFA). Reaction conditions: time 35 minute. Yields the product ClC=1C=CC(=C(C1)C1=CC(N(C=C1OC)C(C(=O)NC1=CC=C(C(=O)O)C=C1)CCOC(F)(F)F)=O)C#N (4-({2-[4-(5-Chloro-2-cyanophenyl)-5-methoxy-2-oxopyridin-1(2H)-yl]-4-(trifluoromethoxy)butanoyl}amino)benzoic acid). Reaction SMILES: [Cl:1][C:2]1[CH:3]=[CH:4][C:5]([C:41]#[N:42])=[C:6]([C:8]2[C:13]([O:14][CH3:15])=[CH:12][N:11]([CH:16]([CH2:33][CH2:34][O:35][C:36]([F:39])([F:38])[F:37])[C:17]([NH:19][C:20]3[CH:32]=[CH:31][C:23]([C:24]([O:26]C(C)(C)C)=[O:25])=[CH:22][CH:21]=3)=[O:18])[C:10](=[O:40])[CH:9]=2)[CH:7]=1.C(O)(C(F)(F)F)=O>>[Cl:1][C:2]1[CH:3]=[CH:4][C:5]([C:41]#[N:42])=[C:6]([C:8]2[C:13]([O:14][CH3:15])=[CH:12][N:11]([CH:16]([CH2:33][CH2:34][O:35][C:36]([F:38])([F:39])[F:37])[C:17]([NH:19][C:20]3[CH:32]=[CH:31][C:23]([C:24]([OH:26])=[O:25])=[CH:22][CH:21]=3)=[O:18])[C:10](=[O:40])[CH:9]=2)[CH:7]=1. Reported procedure: 151 mg (248 μmol) of tert-butyl 4-({2-[4-(5-chloro-2-cyanophenyl)-5-methoxy-2-oxopyridin-1(2H)-yl]-4-(trifluoromethoxy)butanoyl}amino)benzoate (racemate) and 574 μl (7.45 mmol) of TFA were reacted according to General Method 2. The crude product was purified by preparative HPLC [column: Chromatorex C18, 10 μm, 125 mm×30 mm, mobile phase: acetonitrile/water gradient (0 to 3 min 15% acetonitrile, to 35 min 90% acetonitrile and a further 3 min 90% acetonitrile)]. Yield: 65 mg (47% of theory) Yields the product Cl.N1(C=NC=C1)CCOC=1C=C2C(C=C(OC2=CC1)C1=CC2=C(C=N1)C=CS2)=NO (6-(2-imidazol-1-yl-ethoxy)2-thieno[3,2-c]pyridin-6-yl-chromen-4-one oxime, hydrochloride). Starting materials: C(C)(C)(C)ON=C1C=C(OC2=CC=C(C=C12)O)C1=CC2=C(C=N1)C=CS2 (6-Hydroxy-2-thieno[3,2-c]pyridin-6-yl-chromen-4-one O-tert-butyl-oxime), Cl.ClCCN1C=NC=C1 (1-(2-Chloro-ethyl)-1H-imidazole hydrochloride). Procedure details: 6-(2-imidazol-1-yl-ethoxy)2-thieno[3,2-c]pyridin-6-yl-chromen-4-one oxime, hydrochloride was prepared in 25% overall yield using the method described in example 127, starting from 6-Hydroxy-2-thieno[3,2-c]pyridin-6-yl-chromen-4-one O-tert-butyl-oxime (example 127B) and 1-(2-Chloro-ethyl)-1H-imidazole hydrochloride. As a reaction SMILES: C([O:5][N:6]=[C:7]1[C:16]2[C:11](=[CH:12][CH:13]=[C:14]([OH:17])[CH:15]=2)[O:10][C:9]([C:18]2[N:23]=[CH:22][C:21]3[CH:24]=[CH:25][S:26][C:20]=3[CH:19]=2)=[CH:8]1)(C)(C)C.Cl.[Cl:28][CH2:29][CH2:30][N:31]1[CH:35]=[CH:34][N:33]=[CH:32]1>>[ClH:28].[N:31]1([CH2:30][CH2:29][O:17][C:14]2[CH:15]=[C:16]3[C:11](=[CH:12][CH:13]=2)[O:10][C:9]([C:18]2[N:23]=[CH:22][C:21]4[CH:24]=[CH:25][S:26][C:20]=4[CH:19]=2)=[CH:8][C:7]3=[N:6][OH:5])[CH:35]=[CH:34][N:33]=[CH:32]1 |f:1.2,3.4|.